Dataset: the Open Reaction Database (ORD), a public repository of structured organic reaction records. Task: describe an organic reaction: reactants, conditions, products, and yield Reactants: FC(C=1C=C(CNC(C2=CC(=NC=C2)C2=C(C=CC(=C2)F)[N+](=O)[O-])=O)C=CC1)(F)F (N-(3-(trifluoromethyl)benzyl)-2-(5-fluoro-2-nitrophenyl)isonicotinamide). Reagents/catalysts: [Pd] (Pd/C). The solvent is CO (methanol). Reaction conditions: time 2 hour. Yields the product FC(C=1C=C(CNC(C2=CC(=NC=C2)C2=C(C=CC(=C2)F)N)=O)C=CC1)(F)F (N-(3-(trifluoromethyl)benzyl)-2-(2-amino-5-fluorophenyl)-isonicotinamide). Isolated yield 107.0%. RXN SMILES: [F:1][C:2]([F:30])([F:29])[C:3]1[CH:4]=[C:5]([CH:26]=[CH:27][CH:28]=1)[CH2:6][NH:7][C:8](=[O:25])[C:9]1[CH:14]=[CH:13][N:12]=[C:11]([C:15]2[CH:20]=[C:19]([F:21])[CH:18]=[CH:17][C:16]=2[N+:22]([O-])=O)[CH:10]=1>CO.[Pd]>[F:30][C:2]([F:1])([F:29])[C:3]1[CH:4]=[C:5]([CH:26]=[CH:27][CH:28]=1)[CH2:6][NH:7][C:8](=[O:25])[C:9]1[CH:14]=[CH:13][N:12]=[C:11]([C:15]2[CH:20]=[C:19]([F:21])[CH:18]=[CH:17][C:16]=2[NH2:22])[CH:10]=1. Procedure: Into a 50-mL round bottom flask, was placed a solution of N-(3-(trifluoromethyl)benzyl)-2-(5-fluoro-2-nitrophenyl)isonicotinamide 14d (200 mg, 0.48 mmol, 1.00 equiv) in methanol (5 mL). The solution was treated with Pd/C (0.2 g), and stirred under an atmosphere of hydrogen for 2 h at room temperature. The reaction progress was monitored by LCMS. The solids were filtered out. The resulting mixture was concentrated under vacuum to yield 200 mg of crude product as a yellow oil. Yields the product COC(=O)C1=C(C=C(C=C1)C1=CC(=C(C=C1)C(C(C(F)(F)F)(C1=CN(C(C=C1)=O)C)O)C)Cl)OC (3′-Chloro-3-methoxy-4′-[3,3,3-trifluoro-2-hydroxy-1-methyl-2-(1-methyl-6-oxo-1,6-dihydro-pyridin-3-yl)-propyl]-biphenyl-4-carboxylic acid methyl ester). Reaction SMILES: Br[C:2]1[CH:7]=[CH:6][C:5]([CH:8]([CH3:23])[C:9]([C:15]2[CH:16]=[CH:17][C:18](=[O:22])[N:19]([CH3:21])[CH:20]=2)([OH:14])[C:10]([F:13])([F:12])[F:11])=[C:4]([Cl:24])[CH:3]=1.[CH3:25][O:26][C:27]1[CH:28]=[C:29](B(O)O)[CH:30]=[CH:31][C:32]=1[C:33]([O:35][CH3:36])=[O:34]>>[CH3:36][O:35][C:33]([C:32]1[CH:31]=[CH:30][C:29]([C:2]2[CH:7]=[CH:6][C:5]([CH:8]([CH3:23])[C:9]([OH:14])([C:15]3[CH:16]=[CH:17][C:18](=[O:22])[N:19]([CH3:21])[CH:20]=3)[C:10]([F:12])([F:11])[F:13])=[C:4]([Cl:24])[CH:3]=2)=[CH:28][C:27]=1[O:26][CH3:25])=[O:34]. The reactants are BrC1=CC(=C(C=C1)C(C(C(F)(F)F)(O)C=1C=CC(N(C1)C)=O)C)Cl (5-[2-(4-Bromo-2-chloro-phenyl)-1-hydroxy-1-trifluoromethyl-propyl]-1-methyl-1H-pyridin-2-one), COC=1C=C(C=CC1C(=O)OC)B(O)O (3-methoxy-4-methoxycarbonylphenylboronic acid). Procedure: In analogy to Example 150, step 2, 5-[2-(4-bromo-2-chloro-phenyl)-1-hydroxy-1-trifluoromethyl-propyl]-1-methyl-1H-pyridin-2-one (Example 165, step 3) was reacted with 3-methoxy-4-methoxycarbonylphenylboronic acid to give the title compound as an off-white solid. MS (m/e)=510.2 [M+H+]. Reactants: BrCC(=O)OC(C)(C)C (t-Butyl bromoacetate), C(C(C)C)N (isobutylamine). Run in C(C)OCC (diethyl ether). Run at time 1 hour. Product: C(C)(C)(C)N(CC(=O)O)CC(C)C (t-butyl N-(2-methylpropyl) glycine). Yield: 82.0%. RXN SMILES: Br[CH2:2][C:3]([O:5]C(C)(C)C)=[O:4].[CH2:10]([NH2:14])[CH:11]([CH3:13])[CH3:12]>C(OCC)C>[C:11]([N:14]([CH2:10][CH:11]([CH3:13])[CH3:12])[CH2:2][C:3]([OH:5])=[O:4])([CH3:13])([CH3:12])[CH3:10]. Procedure: t-Butyl bromoacetate (8.4 ml, 10.1 g) was added under an atmosphere of argon to a solution of isobutylamine (50 ml, 36.8 g) in diethyl ether (100 ml) at −40° C. with stiming over 5 min. The solution was stirred at this temperature for 1 hr and then at ambient temperature for 18 hr. The mixture was filtered and the filtrate distilled at ambient pressure to remove ether and subsequently excess isobutylamine (b.p. 64-66° C.) and then under reduced pressure to give the product Yield 82% b.p. 68° C./... Reactants: solution, C(C)[BH-](CC)CC.[Li+] (lithium triethylborohydride), O1CCCC1 (tetrahydrofuran), C(C)[SiH](CC)CC (triethylsilane), B(F)(F)F (boron trifluoride), C(C)[SiH](CC)CC (triethylsilane), B(F)(F)F (boron trifluoride), C(C)(C)(C)OC(=O)N1[C@@H](CC(C1=O)(C)C)C(=O)OC(C)(C)C (tert-butyl N-tert-butoxycarbonyl-4,4-dimethylpyroglutamate), O1CCCC1 (tetrahydrofuran). Conditions: temperature 0 celsius, time 30 minute. The product is C(C)(C)(C)[C@@]1(N(CC(C1)(C)C)C(=O)OC(C)(C)C)C(=O)O (tert-butyl N-tert-butoxycarbonyl-4,4-dimethylproline). As a reaction SMILES: [C:1]([O:5][C:6]([N:8]1[C:12](=O)[C:11]([CH3:15])([CH3:14])[CH2:10][C@H:9]1[C:16]([O:18]C(C)(C)C)=[O:17])=[O:7])([CH3:4])([CH3:3])[CH3:2].[CH2:23]([BH-](CC)CC)C.[Li+].C([SiH](CC)CC)C.B(F)(F)F.O1[CH2:46][CH2:45][CH2:44]C1>>[C:45]([C@@:9]1([C:16]([OH:18])=[O:17])[CH2:10][C:11]([CH3:14])([CH3:15])[CH2:12][N:8]1[C:6]([O:5][C:1]([CH3:2])([CH3:3])[CH3:4])=[O:7])([CH3:44])([CH3:46])[CH3:23] |f:1.2|. Reported procedure: To a solution of tert-butyl N-tert-butoxycarbonyl-4,4-dimethylpyroglutamate (2.0 mmol) in tetrahydrofuran (5 mL) stirring at −78° C., was added a 1M solution of lithium triethylborohydride in tetrahydrofuran (2.4 mL, 2.4 mmol) dropwise over 5 minutes. After 30 minutes, the cooling bath was removed and saturated aqueous sodium bicarbonate (5 mL) was added. The reaction mixture was immersed in an ice/water bath and 30% aqueous hydrogen peroxide (10 drops) was added. The solution was stirred for 20... Starting materials: NC=1C=C2COC(=O)C2=CC1 (5-amino-phthalide), C(C)(=O)OC(C)=O (acetic anhydride). Run in O1CCCC1 (tetrahydrofuran). Product: C(C)(=O)NC=1C=C2COC(=O)C2=CC1 (5-Acetamido-phthalide). Reaction SMILES: [NH2:1][C:2]1[CH:3]=[C:4]2[C:9](=[CH:10][CH:11]=1)[C:7](=[O:8])[O:6][CH2:5]2.[C:12](OC(=O)C)(=[O:14])[CH3:13]>O1CCCC1>[C:12]([NH:1][C:2]1[CH:3]=[C:4]2[C:9](=[CH:10][CH:11]=1)[C:7](=[O:8])[O:6][CH2:5]2)(=[O:14])[CH3:13]. Procedure details: 3 g of 5-amino-phthalide, 10 ml of acetic anhydride and 30 ml of tetrahydrofuran are refluxed for 1 hour. The crystals that are precipitated after cooling are suctioned off and washed with isopropylether. 3.3 g of the title compound is obtained, flash point >300° C. Starting materials: CC(C)(C)C1=NC(=NC(=C1O)C(C)(C)C)C(=O)N(C)OC (4,6-bis(1,1-dimethylethyl)-5-hydroxy-N-methoxy-N-methyl-2-pyrimidinecarboxamide), solution, C[Si](C#CCCC[Mg]Br)(C)C (5-trimethylsilylpent-4-ynyl magnesium bromide). The solvent is O1CCCC1 (tetrahydrofuran). Conditions: time 16 hour. The product is CC(C)(C)C1=NC(=NC(=C1O)C(C)(C)C)C(CCCC#C[Si](C)(C)C)=O (1-[4,6-Bis(1,1-dimethylethyl)-5-hydroxy-2-pyrimidinyl]-6-trimethylsilyl-5-hexyn-1-one). Yield: 76.6%. As a reaction SMILES: [CH3:1][C:2]([C:5]1[C:10]([OH:11])=[C:9]([C:12]([CH3:15])([CH3:14])[CH3:13])[N:8]=[C:7]([C:16](N(OC)C)=[O:17])[N:6]=1)([CH3:4])[CH3:3].[CH3:22][Si:23]([CH3:32])([CH3:31])[C:24]#[C:25][CH2:26][CH2:27][CH2:28][Mg]Br>O1CCCC1>[CH3:15][C:12]([C:9]1[C:10]([OH:11])=[C:5]([C:2]([CH3:3])([CH3:1])[CH3:4])[N:6]=[C:7]([C:16](=[O:17])[CH2:28][CH2:27][CH2:26][C:25]#[C:24][Si:23]([CH3:32])([CH3:31])[CH3:22])[N:8]=1)([CH3:13])[CH3:14]. Reported procedure: To a solution of 4,6-bis(1,1-dimethylethyl)-5-hydroxy-N-methoxy-N-methyl-2-pyrimidinecarboxamide (1,00 g, 3.38 mmols) in tetrahydrofuran (50 mL) under nitrogen atmosphere is added a freshly prepared 0.105M solution of 5-trimethylsilylpent-4-ynyl magnesium bromide (81 mL, 8.5 mmols) [from 5-bromo-1-trimethylsilyl-1pentyne (3.86 g, 17.5 mmol) and magnesium (1.50 g, 61.7 mg-atom) in tetrahydrofuran (140 mL)] dropwise. After stirring 16 hours, the resulting mixture is quenched with saturated aqueous...